From a dataset of the Open Reaction Database (ORD), a public repository of structured organic reaction records. describe an organic reaction: reactants, conditions, products, and yield Reactants: C(C)OC([C@H](C[C@@H](CC1=CC=C(C=C1)C1=CC(=CC=C1)Cl)NC(CCC(=O)O)=O)C)=O ((2S,4S)-4-(3-carboxy-propionylamino)-5-(3′-chloro-biphenyl-4-yl)-2-methyl-pentanoic acid ethyl ester), [OH-].[Na+] (NaOH), Cl (HCl). The solvent is CCO (EtOH). Product: C(=O)(O)CCC(=O)N[C@@H](C[C@@H](C(=O)O)C)CC1=CC=C(C=C1)C1=CC(=CC=C1)Cl ((2S,4S)-4-(3-carboxy-propionylamino)-5-(3′-chloro-biphenyl-4-yl)-2-methyl-pentanoic acid). Yield: 59.8%. As a reaction SMILES: C([O:3][C:4](=[O:31])[C@@H:5]([CH3:30])[CH2:6][C@H:7]([NH:22][C:23](=[O:29])[CH2:24][CH2:25][C:26]([OH:28])=[O:27])[CH2:8][C:9]1[CH:14]=[CH:13][C:12]([C:15]2[CH:20]=[CH:19][CH:18]=[C:17]([Cl:21])[CH:16]=2)=[CH:11][CH:10]=1)C.[OH-].[Na+].Cl>CCO>[C:26]([CH2:25][CH2:24][C:23]([NH:22][C@H:7]([CH2:8][C:9]1[CH:14]=[CH:13][C:12]([C:15]2[CH:20]=[CH:19][CH:18]=[C:17]([Cl:21])[CH:16]=2)=[CH:11][CH:10]=1)[CH2:6][C@H:5]([CH3:30])[C:4]([OH:31])=[O:3])=[O:29])([OH:28])=[O:27] |f:1.2|. Procedure details: To a stirred solution of (2S,4S)-4-(3-carboxy-propionylamino)-5-(3′-chloro-biphenyl-4-yl)-2-methyl-pentanoic acid ethyl ester (25 mg, 0.056 mmol) in 2 ml EtOH was added 1 ml of aqueous 1M NaOH and the solution was stirred for an hour. The reaction mixture was acidified to pH=2 to 3 with aqueous 1M HCl. Solvent was removed under reduced pressure and the residue was purified by RP-HPLC to give 14 mg (2S,4S)-4-(3-carboxy-propionylamino)-5-(3′-chloro-biphenyl-4-yl)-2-methyl-pentanoic acid. MS m/z 41... Starting materials: C1CCCCC1, CC(=O)OC(C)=O, CC12CC3CC(C1)CC(O)(C3)C2, CCCCCCC, O=S(=O)(O)O. Product: CC(=O)OC12CC3CC(CC(C)(C3)C1)C2. Reaction SMILES: [CH2:32]1[CH2:33][CH2:34][CH2:35][CH2:36][CH2:37]1.[CH3:13][C:14](=[O:15])[O:16][C:17](=[O:18])[CH3:19].[CH3:1][C:2]12[CH2:3][C:4]3([OH:12])[CH2:5][CH:6]([CH2:7][CH:8]([CH2:9]1)[CH2:10]3)[CH2:11]2.[CH3:25][CH2:26][CH2:27][CH2:28][CH2:29][CH2:30][CH3:31].[S:20](=[O:21])(=[O:22])([OH:23])[OH:24]>>[CH3:1][C:2]12[CH2:3][C:4]3([O:12][C:14]([CH3:13])=[O:15])[CH2:5][CH:6]([CH2:7][CH:8]([CH2:9]1)[CH2:10]3)[CH2:11]2. Reactants: C(C1=CC=CC=C1)N1C[C@]2(C[C@H]2C1)N(C)C ((1R,5S)-3-benzyl-N,N-dimethyl-3-azabicyclo[3.1.0]hexan-1-amine). As a reaction SMILES: C([N:8]1[CH2:13][C@H:12]2[C@:10]([N:14]([CH3:16])[CH3:15])([CH2:11]2)[CH2:9]1)C1C=CC=CC=1>CO.[OH-].[OH-].[Pd+2]>[CH3:15][N:14]([CH3:16])[C@:10]12[CH2:11][C@H:12]1[CH2:13][NH:8][CH2:9]2 |f:2.3.4|. Solvent: CO (MeOH). Reaction conditions: time 8 hour. The product is CN([C@]12CNC[C@@H]2C1)C ((1R,5S)—N,N-dimethyl-3-azabicyclo[3.1.0]hexan-1-amine). Reported procedure: To a solution of (1R,5S)-3-benzyl-N,N-dimethyl-3-azabicyclo[3.1.0]hexan-1-amine (0.28 g, 1.29 mmol) in MeOH (20 mL) was added 20% Pd(OH)2 (30 mg). The mixture was stirred at rt under H2 overnight and filtered. The filtrate was concentrated in vacuo to give the crude product (1R,5S)—N,N-dimethyl-3-azabicyclo[3.1.0]hexan-1-amine (0.16 g), which was used for the next step without further purification. To a solution of (1R,5S)—N,N-dimethyl-3-azabicyclo[3.1.0]hexan-1-amine in acetone (5 mL) was added... Yield: 98.3%. The reagents and catalysts are [OH-].[OH-].[Pd+2] (Pd(OH)2). The reactants are BrCC1CC1, CCOC(C)=O, CN(C)C=O, [H-], CSc1nn2c(I)cccc2c1NC(=O)OC(C)(C)C, [Na+]. Yields the product CSc1nn2c(I)cccc2c1N(CC1CC1)C(=O)OC(C)(C)C. RXN SMILES: [Br:23][CH2:24][CH:25]1[CH2:26][CH2:27]1.[CH3:28][CH2:29][O:30][C:31](=[O:32])[CH3:33].[CH3:34][N:35]([CH3:36])[CH:37]=[O:38].[H-:21].[I:1][c:2]1[cH:3][cH:4][cH:5][c:6]2[n:7]1[n:8][c:9]([S:19][CH3:20])[c:10]2[NH:11][C:12]([O:13][C:14]([CH3:15])([CH3:16])[CH3:17])=[O:18].[Na+:22]>>[I:1][c:2]1[cH:3][cH:4][cH:5][c:6]2[n:7]1[n:8][c:9]([S:19][CH3:20])[c:10]2[N:11]([C:12]([O:13][C:14]([CH3:15])([CH3:16])[CH3:17])=[O:18])[CH2:24][CH:25]1[CH2:26][CH2:27]1. Starting materials: CC1=NN2C(N=CC3=C2NC(C(=C3)C3=CC=CC=C3)=O)=C1 (2-methyl-7-phenylpyrazolo[1,5-a]pyrido[3,2-e]pyrimidin-8(9H)-one), C(Cl)(Cl)Cl (CHCl3), O=S(Cl)Cl (SOCl2), CN(C)C=O (DMF), O=S(Cl)Cl (SOCl2), CN(C)C=O (DMF). Run in CCCCCCC.CCOC(=O)C (heptane EtOAc). Reaction conditions: temperature 70 celsius, time 1 hour. The product is ClC=1C(=CC=2C=NC=3N(C2N1)N=C(C3)C)C3=CC=CC=C3 (8-chloro-2-methyl-7-phenylpyrazolo[1,5-a]pyrido[3,2-e]pyrimidine). Reaction SMILES: [CH3:1][C:2]1[CH:21]=[C:5]2[N:6]=[CH:7][C:8]3[CH:13]=[C:12]([C:14]4[CH:19]=[CH:18][CH:17]=[CH:16][CH:15]=4)[C:11](=O)[NH:10][C:9]=3[N:4]2[N:3]=1.C(Cl)(Cl)[Cl:23].O=S(Cl)Cl.CN(C=O)C>CCCCCCC.CCOC(C)=O>[Cl:23][C:11]1[C:12]([C:14]2[CH:19]=[CH:18][CH:17]=[CH:16][CH:15]=2)=[CH:13][C:8]2[CH:7]=[N:6][C:5]3[N:4]([N:3]=[C:2]([CH3:1])[CH:21]=3)[C:9]=2[N:10]=1 |f:4.5|. Reported procedure: To a 250 mL round bottom flask was added 2-methyl-7-phenylpyrazolo[1,5-a]pyrido[3,2-e]pyrimidin-8(9H)-one (1-3) (3 g, 10.9 mmol, 1 eq.), CHCl3 (120 mL), SOCl2 (5.17 g, 3.17 mL, 43.5 mmol, 4 eq.) and DMF (158.9 mg, 168.3 uL, 2.17 mmol, 0.2 eq.). The mixture was heated to 70° C. in an oil bath for 1 h. After 1 h, additional SOCl2 (1.6 mL, 21.8 mmol, 2 eq.) and DMF (168.3 uL, 2.17 mmol, 0.2 eq.) were added. The mixture was maintained at 70° C. for an additional 2 h. After 3 h total, LCMS analysis a... Product: FC(CN1CCC(CC1)C1=CC=C(C=C1)[N+](=O)[O-])(F)F (1-(2,2,2-Trifluoroethyl)-4-(4-nitrophenyl)piperidine). Run at temperature 0 celsius. The solvent is C1CCOC1 (THF), C1CCOC1 (THF). As a reaction SMILES: [F:1][C:2]([F:21])([F:20])[C:3]([N:5]1[CH2:10][CH2:9][CH:8]([C:11]2[CH:16]=[CH:15][C:14]([N+:17]([O-:19])=[O:18])=[CH:13][CH:12]=2)[CH2:7][CH2:6]1)=O.N#N.[BH4-].[Na+].II>C1COCC1>[F:21][C:2]([F:1])([F:20])[CH2:3][N:5]1[CH2:6][CH2:7][CH:8]([C:11]2[CH:16]=[CH:15][C:14]([N+:17]([O-:19])=[O:18])=[CH:13][CH:12]=2)[CH2:9][CH2:10]1 |f:2.3|. Reported procedure: A solution of 1-trifluoroacetyl-4-(4-nitrophenyl)piperidine (1.42 g, 4.7 mmol) in THF (15 mL) is stirred in 25 mL 2-necked flask fitted with a condenser and pressure-equalizing addition funnel. The system is flushed with N2, NaBH4 (210 mg, 5.6 mmol) is added and the flask is cooled to 0° C. A solution of iodine (600 mg, 2.3 mmol) in THF (5 mL) is then added dropwise over 20 minutes, after which the addition funnel is removed and the mixture heated at reflux overnight. The resulting pale yellow s... The reactants are II (iodine), N#N (N2), [BH4-].[Na+] (NaBH4), FC(C(=O)N1CCC(CC1)C1=CC=C(C=C1)[N+](=O)[O-])(F)F (1-trifluoroacetyl-4-(4-nitrophenyl)piperidine). Starting materials: BrC1=CC(=C(C=C1)C1=CC(=CC=C1)Cl)C (4-bromo-3′-chloro-2-methyl biphenyl), C1CC(=O)N(C1=O)Br (NBS). The solvent is C(Cl)(Cl)(Cl)Cl (CCl4). The product is BrC1=CC(=C(C=C1)C1=CC(=CC=C1)Cl)CBr (4-bromo-2-bromomethyl-3′-chloro-biphenyl). Isolated yield 60.0%. As a reaction SMILES: [Br:1][C:2]1[CH:7]=[CH:6][C:5]([C:8]2[CH:13]=[CH:12][CH:11]=[C:10]([Cl:14])[CH:9]=2)=[C:4]([CH3:15])[CH:3]=1.C1C(=O)N([Br:23])C(=O)C1>C(Cl)(Cl)(Cl)Cl>[Br:1][C:2]1[CH:7]=[CH:6][C:5]([C:8]2[CH:13]=[CH:12][CH:11]=[C:10]([Cl:14])[CH:9]=2)=[C:4]([CH2:15][Br:23])[CH:3]=1. Reported procedure: The biphenyl (0.235 mg, 1.0 equiv) was dissolved in CCl4 (5 mL), NBS added, and the solution was irradiated until starting material was consumed. The mixture was allowed to cool to room temperature and then filtered through celite. The filtrate was concentrated and the residue purified by column chromatography (SiO2, hexane) to give the desired product (0.258 g, 60%).